From a dataset of the Open Reaction Database (ORD), a public repository of structured organic reaction records. describe an organic reaction: reactants, conditions, products, and yield Starting materials: CCOC(=O)CN1C(=O)Cc2cc(Cl)ccc21, Cl. Product: O=C(O)CN1C(=O)Cc2cc(Cl)ccc21. RXN SMILES: [Cl:1][c:2]1[cH:3][c:4]2[c:8]([cH:9][cH:10]1)[N:7]([CH2:11][C:12](=[O:13])[O:14][CH2:15][CH3:16])[C:6](=[O:17])[CH2:5]2.[ClH:18]>>[Cl:1][c:2]1[cH:3][c:4]2[c:8]([cH:9][cH:10]1)[N:7]([CH2:11][C:12](=[O:13])[OH:14])[C:6](=[O:17])[CH2:5]2. Starting materials: ClC=1C=CC(=C(C#N)C1)N1C=NC(=C1)C (5-chloro-2-(4-methyl-imidazol-1-yl)-benzonitrile), C[N+](=C)C.[I-] (Eschenmoser's salt). The solvent is CN(C)C=O (DMF). The product is ClC=1C=CC(=C(C#N)C1)N1C=NC(=C1CN(C)C)C (5-Chloro-2-(5-dimethylaminomethyl-4-methyl-imidazol-1-yl)-benzonitrile). The yield is 17.0%. Reaction SMILES: [Cl:1][C:2]1[CH:3]=[CH:4][C:5]([N:10]2[CH:14]=[C:13]([CH3:15])[N:12]=[CH:11]2)=[C:6]([CH:9]=1)[C:7]#[N:8].[CH3:16][N+:17]([CH3:19])=[CH2:18].[I-]>CN(C=O)C>[Cl:1][C:2]1[CH:3]=[CH:4][C:5]([N:10]2[C:14]([CH2:16][N:17]([CH3:19])[CH3:18])=[C:13]([CH3:15])[N:12]=[CH:11]2)=[C:6]([CH:9]=1)[C:7]#[N:8] |f:1.2|. Reported procedure: As described for example 84b, 5-chloro-2-(4-methyl-imidazol-1-yl)-benzonitrile was reacted with Eschenmoser's salt in DMF for 16 h at 90° C. Evaporation of the solvent, aqueous workup and crystallization from ethyl acetate afforded the title compound as a white solid (yield: 17%). MS: m/e=275.1 [M+H]+. Starting materials: CC(=O)O[BH-](OC(C)=O)OC(C)=O, CC(C)(C)OC(=O)N1CC(=O)C1, Cl, OC1CNC1, [Na+]. The product is CC(C)(C)OC(=O)N1CC(N2CC(O)C2)C1. Reaction SMILES: [C:19]([O:20][BH-:21]([O:22][C:23](=[O:24])[CH3:25])[O:26][C:27](=[O:28])[CH3:29])(=[O:30])[CH3:31].[C:1]([CH3:2])([CH3:3])([CH3:4])[O:5][C:6](=[O:7])[N:8]1[CH2:9][C:10](=[O:12])[CH2:11]1.[ClH:13].[NH:14]1[CH2:15][CH:16]([OH:18])[CH2:17]1.[Na+:32]>>[C:1]([CH3:2])([CH3:3])([CH3:4])[O:5][C:6](=[O:7])[N:8]1[CH2:9][CH:10]([N:14]2[CH2:15][CH:16]([OH:18])[CH2:17]2)[CH2:11]1. The reactants are COC(=O)C1=C(C)NC(C)=C(C(=O)OC)C1c1cccc([N+](=O)[O-])c1, CO, [Na+], [OH-], O. Product: COC(=O)C1=C(C)NC(C)=C(C(=O)O)C1c1cccc([N+](=O)[O-])c1. As a reaction SMILES: [CH3:1][C:2]1=[C:7]([C:8](=[O:9])[O:10][CH3:11])[CH:6]([c:12]2[cH:13][c:14]([N+:18](=[O:19])[O-:20])[cH:15][cH:16][cH:17]2)[C:5]([C:21](=[O:22])[O:23][CH3:24])=[C:4]([CH3:25])[NH:3]1.[CH3:28][OH:29].[Na+:27].[OH-:26].[OH2:30]>>[CH3:1][C:2]1=[C:7]([C:8](=[O:9])[OH:10])[CH:6]([c:12]2[cH:13][c:14]([N+:18](=[O:19])[O-:20])[cH:15][cH:16][cH:17]2)[C:5]([C:21](=[O:22])[O:23][CH3:24])=[C:4]([CH3:25])[NH:3]1. Starting materials: COC1OC(CC1C1=CC=C(C=C1)CCC)OC (2,5-dimethoxy-3-(4-propylphenyl)-tetrahydrofuran), Cl[Si](C)(C)C (chlorotrimethylsilane), C(C1=CC=CC=C1)OC(C[C@H](C(=O)N[C@@H](C(C)(C)C)C(NC)=O)N1C=C(C=C1)C1=CC=NC=C1)=O (N-(2,2-dimethyl-1(S)-methylcarbamoylpropyl)-3(R)-(3-pyridin4-yl-1H-pyrrol-1-yl)succinamic acid benzyl ester), C(C1=CC=CC=C1)OC(C[C@H](C(=O)N[C@@H](C(C)(C)C)C(NC)=O)N1C=C(C=C1)C1=CC=CC=C1)=O (N-[2,2-dimethyl-1(S)-(methylcarbamoyl)propyl]-3(R)-(3-phenyl-1H-pyrrol-1-yl)succinamic acid benzyl ester). Run in ClCCCl (1,2-dichloroethane). Product: C(C1=CC=CC=C1)OC(C[C@H](C(=O)N[C@@H](C(C)(C)C)C(NC)=O)N1C=C(C=C1)C1=CC=C(C=C1)CCC)=O (N-[2,2-dimethyl-1(S)-(methylcarbamoyl)propyl]-3(R)-[3-(4-propylphenyl)-1H-pyrrol-1-yl]succinamic acid benzyl ester). The yield is 7.0%. As a reaction SMILES: [CH2:1]([O:8][C:9](=[O:35])[CH2:10][C@@H:11]([N:24]1[CH:28]=[CH:27][C:26](C2C=CN=CC=2)=[CH:25]1)[C:12]([NH:14][C@H:15]([C:20](=[O:23])[NH:21][CH3:22])[C:16]([CH3:19])([CH3:18])[CH3:17])=[O:13])[C:2]1[CH:7]=[CH:6][CH:5]=[CH:4][CH:3]=1.C(OC(=O)C[C@@H](N1[CH:63]=[CH:62][C:61]([C:64]2[CH:69]=[CH:68][CH:67]=[CH:66][CH:65]=2)=C1)C(N[C@H](C(=O)NC)C(C)(C)C)=O)C1C=CC=CC=1.COC1C(C2C=CC(CCC)=CC=2)CC(OC)O1.Cl[Si](C)(C)C>ClCCCl>[CH2:1]([O:8][C:9](=[O:35])[CH2:10][C@@H:11]([N:24]1[CH:28]=[CH:27][C:26]([C:67]2[CH:68]=[CH:69][C:64]([CH2:61][CH2:62][CH3:63])=[CH:65][CH:66]=2)=[CH:25]1)[C:12]([NH:14][C@H:15]([C:20](=[O:23])[NH:21][CH3:22])[C:16]([CH3:19])([CH3:17])[CH3:18])=[O:13])[C:2]1[CH:7]=[CH:6][CH:5]=[CH:4][CH:3]=1. Procedure details: As described in Example 1(d) for the preparation of N-(2,2-dimethyl-1(S)-methylcarbamoylpropyl)-3(R)-(3-pyridin4-yl-1H-pyrrol-1-yl)succinamic acid benzyl ester, 3(R)-amino-N-[2,2-dimethyl-1(S)-(methylcarbamoyl)propyl]succinamic acid benzyl ester trifluoroacetate salt (prepared as described in Example 1(b); 522 mg, 1.16 mmol) was condensed with crude 2,5-dimethoxy-3-(4-propylphenyl)-tetrahydrofuran (1.29 mmol) in 1,2-dichloroethane with chlorotrimethylsilane at 90° C. over 3 days. The crude dark ...